This data is from the Open Reaction Database (ORD), a public repository of structured organic reaction records. The task is: describe an organic reaction: reactants, conditions, products, and yield The reactants are NC1CN2CCC1CC2 (3-aminoquinuclidine), C(\C=C\C(=O)[O-])(=O)[O-] (fumarate), C(C)OC1=C(C(=O)N=C=O)C=CC=C1 (2-ethoxybenzoyl isocyanate), product. The product is N12CC(C(CC1)CC2)NC(=O)NC(C2=C(C=CC=C2)OCC)=O (N-[[[1-Azabicyclo[2.2.2]octan-3-yl]amino]carbonyl]-2-ethoxybenzamide). RXN SMILES: [NH2:1][CH:2]1[CH:7]2[CH2:8][CH2:9][N:4]([CH2:5][CH2:6]2)[CH2:3]1.[CH2:10]([O:12][C:13]1[CH:23]=[CH:22][CH:21]=[CH:20][C:14]=1[C:15]([N:17]=[C:18]=[O:19])=[O:16])[CH3:11].C([O-])(=O)/C=C/C([O-])=O>>[N:4]12[CH2:9][CH2:8][CH:7]([CH2:6][CH2:5]1)[CH:2]([NH:1][C:18]([NH:17][C:15](=[O:16])[C:14]1[CH:20]=[CH:21][CH:22]=[CH:23][C:13]=1[O:12][CH2:10][CH3:11])=[O:19])[CH2:3]2. Procedure: The above compound was prepared, following the procedure of Example 1, from 3-aminoquinuclidine (0.63 g, 5 mmol) and crude 2-ethoxybenzoyl isocyanate (1.59 g, ca 7 mmol). The product (1.77 g) was converted to the 1:1 fumarate, mp 198°-199° C. Starting materials: C1(=CC=CC=C1)P(C1=CC=CC=C1)C1=CC=CC=C1 (triphenylphosphine), ClC=1C=C(C=CC1S(=O)(=O)C)/C(/C(=O)O)=C\C1CCCC1 ((E)-2-(3-chloro-4-methanesulfonyl-phenyl)-3-cyclopentyl-acrylic acid), NC1=NC=CC=C1 (2-aminopyridine), N1=CC=CC=C1 (pyridine), BrN1C(CCC1=O)=O (N-bromosuccinimide). Solvent: O (water), C(Cl)Cl (methylene chloride). Run at temperature 0 celsius. The product is hexanes ethyl acetate, ClC=1C=C(C=CC1S(=O)(=O)C)/C(/C(=O)NC1=NC=CC=C1)=C\C1CCCC1 ((E)-2-(3-chloro-4-methanesulfonyl-phenyl)-3-cyclopentyl-N-pyridin-2-yl-acrylamide). Yield: 25.4%. Reaction SMILES: C1(P(C2C=CC=CC=2)C2C=CC=CC=2)C=CC=CC=1.BrN1C(=O)CCC1=O.[Cl:28][C:29]1[CH:30]=[C:31](/[C:39](=[CH:43]\[CH:44]2[CH2:48][CH2:47][CH2:46][CH2:45]2)/[C:40]([OH:42])=O)[CH:32]=[CH:33][C:34]=1[S:35]([CH3:38])(=[O:37])=[O:36].[NH2:49][C:50]1[CH:55]=[CH:54][CH:53]=[CH:52][N:51]=1.N1C=CC=CC=1>C(Cl)Cl.O>[Cl:28][C:29]1[CH:30]=[C:31](/[C:39](=[CH:43]\[CH:44]2[CH2:48][CH2:47][CH2:46][CH2:45]2)/[C:40]([NH:49][C:50]2[CH:55]=[CH:54][CH:53]=[CH:52][N:51]=2)=[O:42])[CH:32]=[CH:33][C:34]=1[S:35]([CH3:38])(=[O:36])=[O:37]. Reported procedure: A solution of triphenylphosphine (266 mg, 01.01 mmol) in methylene chloride (11 mL) was cooled to 0° C. and then slowly treated with N-bromosuccinimide (204 mg, 1.15 mmol). The reaction mixture was stirred at 0° C. until the reaction mixture became homogeneous. The resulting light purple reaction mixture was then treated with (E)-2-(3-chloro-4-methanesulfonyl-phenyl)-3-cyclopentyl-acrylic acid (prepared in Example 9, 222 mg, 0.68 mmol), and the reaction mixture was stirred at 0° C. for 20 min. T... Reactants: B, CC(C)(C)OC(=O)N1CCC(=O)CC1, CC(=O)O, CCO, ClCCCl, OCC1CCCN1, [Na+], [Na+], O=C([O-])[O-], c1ccncc1. Product: CC(C)(C)OC(=O)N1CCC(N2CCCC2CO)CC1. RXN SMILES: [BH3:28].[C:1]([CH3:2])([CH3:3])([CH3:4])[O:5][C:6](=[O:7])[N:8]1[CH2:9][CH2:10][C:11](=[O:14])[CH2:12][CH2:13]1.[CH3:29][C:30](=[O:31])[OH:32].[CH3:39][CH2:40][OH:41].[Cl:42][CH2:43][CH2:44][Cl:45].[NH:15]1[CH:16]([CH2:20][OH:21])[CH2:17][CH2:18][CH2:19]1.[Na+:33].[Na+:34].[O-:35][C:36](=[O:37])[O-:38].[n:22]1[cH:23][cH:24][cH:25][cH:26][cH:27]1>>[C:1]([CH3:2])([CH3:3])([CH3:4])[O:5][C:6](=[O:7])[N:8]1[CH2:9][CH2:10][CH:11]([N:15]2[CH:16]([CH2:20][OH:21])[CH2:17][CH2:18][CH2:19]2)[CH2:12][CH2:13]1. The reactants are O[C@H](C)[C@@H]1[C@@H]2N(C(=C([C@@H]2C)S\C=C/C2=C(N=CS2)CO)C(=O)[O-])C1=O.[Na+] (sodium (1R,5S,6S)-6-((1R)-1-hydroxyethyl)-2-[[(Z)-2-(4-hydroxymethylthiazol-5-yl)ethen-1-yl]thio]-1-methyl-1-carbapen-2-em-3-carboxylate), C(CCC)OC(=O)OCI ((butan-1-yl)oxycarbonyloxymethyl iodide). Yields the product O[C@H](C)[C@@H]1[C@@H]2N(C(=C([C@@H]2C)S\C=C/C2=C(N=CS2)CO)C(=O)OCOC(=O)OCCCC)C1=O ((Butan-1-yl)oxycarbonyloxymethyl (1R,5S,6S)-6-((1R)-1-hydroxyethyl)-2-[[(Z)-2-(4-hydroxymethylthiazol-5-yl)ethen-1-yl]thio]-1-methyl-1-carbapen-2-em-3-carboxylate). Isolated yield 100.5%. As a reaction SMILES: [OH:1][C@@H:2]([C@H:4]1[C:24](=[O:25])[N:6]2[C:7]([C:21]([O-:23])=[O:22])=[C:8]([S:11]/[CH:12]=[CH:13]\[C:14]3[S:18][CH:17]=[N:16][C:15]=3[CH2:19][OH:20])[C@H:9]([CH3:10])[C@H:5]12)[CH3:3].[Na+].[CH2:27]([O:31][C:32]([O:34][CH2:35]I)=[O:33])[CH2:28][CH2:29][CH3:30]>>[OH:1][C@@H:2]([C@H:4]1[C:24](=[O:25])[N:6]2[C:7]([C:21]([O:23][CH2:35][O:34][C:32]([O:31][CH2:27][CH2:28][CH2:29][CH3:30])=[O:33])=[O:22])=[C:8]([S:11]/[CH:12]=[CH:13]\[C:14]3[S:18][CH:17]=[N:16][C:15]=3[CH2:19][OH:20])[C@H:9]([CH3:10])[C@H:5]12)[CH3:3] |f:0.1|. Procedure: In the same manner as in Example 81, 223 mg of the title compound was prepared from 175 mg of sodium (1R,5S,6S)-6-((1R)-1-hydroxyethyl)-2-[[(Z)-2-(4-hydroxymethylthiazol-5-yl)ethen-1-yl]thio]-1-methyl-1-carbapen-2-em-3-carboxylate and 164 mg of (butan-1-yl)oxycarbonyloxymethyl iodide. Reactants: NC1=CC(=C(C(=O)NCC2CCN(CC2)CCCCCNCC2=CC=C(C=C2)Cl)C=C1Cl)OC (4-Amino-5-chloro-N-((1-(5-(4-chlorobenzylamino)pentyl)piperidin-4-yl)methyl)-2-methoxybenzamide), C(C)=O (acetaldehyde), C(#N)[BH3-].[Na+] (sodium cyanoborohydride). The product is NC1=CC(=C(C(=O)NCC2CCN(CC2)CCCCCN(CC)CC2=CC=C(C=C2)Cl)C=C1Cl)OC (4-amino-5-chloro-N-((1-(5-(N-(4-chlorobenzyl)-N-ethylamino)pentyl)-piperidin-4-yl)methyl)-2-methoxybenzamide). Reaction SMILES: [NH2:1][C:2]1[C:31]([Cl:32])=[CH:30][C:5]([C:6]([NH:8][CH2:9][CH:10]2[CH2:15][CH2:14][N:13]([CH2:16][CH2:17][CH2:18][CH2:19][CH2:20][NH:21][CH2:22][C:23]3[CH:28]=[CH:27][C:26]([Cl:29])=[CH:25][CH:24]=3)[CH2:12][CH2:11]2)=[O:7])=[C:4]([O:33][CH3:34])[CH:3]=1.[CH:35](=O)[CH3:36].C([BH3-])#N.[Na+]>>[NH2:1][C:2]1[C:31]([Cl:32])=[CH:30][C:5]([C:6]([NH:8][CH2:9][CH:10]2[CH2:15][CH2:14][N:13]([CH2:16][CH2:17][CH2:18][CH2:19][CH2:20][N:21]([CH2:22][C:23]3[CH:24]=[CH:25][C:26]([Cl:29])=[CH:27][CH:28]=3)[CH2:35][CH3:36])[CH2:12][CH2:11]2)=[O:7])=[C:4]([O:33][CH3:34])[CH:3]=1 |f:2.3|. Reported procedure: 4-Amino-5-chloro-N-((1-(5-(4-chlorobenzylamino)pentyl)piperidin-4-yl)methyl)-2-methoxybenzamide (1.8 g) as starting compound, acetaldehyde (0.26 ml) and sodium cyanoborohydride (0.29 g) were reacted and treated in the same manner as in Example 136 to give 1.05 g of 4-amino-5-chloro-N-((1-(5-(N-(4-chlorobenzyl)-N-ethylamino)pentyl)-piperidin-4-yl)methyl)-2-methoxybenzamide.